This data is from the Open Reaction Database (ORD), a public repository of structured organic reaction records. The task is: describe an organic reaction: reactants, conditions, products, and yield Starting materials: [Li] (lithium), CN(CCN(S(=O)(=O)C1=CC(=C(C=C1)Cl)[N+](=O)[O-])C)C (N-(2-dimethylaminoethyl)-N-methyl-4-chloro-3-nitrobenzenesulfonamide), [Li] (lithium), [N+](=O)([O-])C(C)C (2-nitropropane). Solvent: CS(=O)C (dimethylsulfoxide). Run at time 3 day. Product: Cl.CN(CCN(S(=O)(=O)C1=CC(=C(C=C1)C(C)([N+](=O)[O-])C)[N+](=O)[O-])C)C (N-(-2-Dimethylaminoethyl)-N-methyl-4-(1-methyl-1-nitro1-ethyl)-3-nitrobenzenesulfonamide hydrochloride). Yield: 9.9%. Reaction SMILES: [CH3:1][N:2]([CH3:20])[CH2:3][CH2:4][N:5]([CH3:19])[S:6]([C:9]1[CH:14]=[CH:13][C:12]([Cl:15])=[C:11]([N+:16]([O-:18])=[O:17])[CH:10]=1)(=[O:8])=[O:7].[Li].[N+:22]([CH:25]([CH3:27])[CH3:26])([O-:24])=[O:23]>CS(C)=O>[ClH:15].[CH3:1][N:2]([CH3:20])[CH2:3][CH2:4][N:5]([CH3:19])[S:6]([C:9]1[CH:14]=[CH:13][C:12]([C:25]([CH3:27])([N+:22]([O-:24])=[O:23])[CH3:26])=[C:11]([N+:16]([O-:18])=[O:17])[CH:10]=1)(=[O:8])=[O:7] |f:4.5,^1:20|. Procedure details: A solution of N-(2-dimethylaminoethyl)-N-methyl-4-chloro-3-nitrobenzenesulfonamide base (15.65 g, 49 mmol) and the lithium salt of 2-nitropropane (4.66 g, 49 mmol) in dimethylsulfoxide (100 mL) was stirred under nitrogen at 20°-25° for 3 days. An additional 0.35 g of the lithium salt was then added and stirring continued for three days more. After pouring the reaction mixture on ice, product was extracted into a 1:1 mixture of ethyl acetate and toluene which was washed with water, dried (Na2SO4)... Reactants: BrC1=CC(=C(C=C1)S(=O)(=O)NC1=C(C=CC(=C1)N1C[C@H](N[C@H](C1)C)C)OC)F (4-bromo-N-[5-(cis-3,5-dimethyl-1-piperazinyl)-2-(methyloxy)phenyl]-2-fluorobenzenesulfonamide), CC1=CC=C(O1)B(O)O ((5-methyl-2-furanyl)boronic acid), CC(C)([O-])C.[K+] (potassium tert-butoxide). Reagents/catalysts: C=1C=CC(=CC1)[P](C=2C=CC=CC2)(C=3C=CC=CC3)[Pd]([P](C=4C=CC=CC4)(C=5C=CC=CC5)C=6C=CC=CC6)([P](C=7C=CC=CC7)(C=8C=CC=CC8)C=9C=CC=CC9)[P](C=1C=CC=CC1)(C=1C=CC=CC1)C=1C=CC=CC1 (tetrakis(triphenylphosphine)palladium(0)). Run in COCCOC (DME), O (water). Run at temperature 100 celsius, time 30 minute. Product: C[C@@H]1CN(C[C@@H](N1)C)C=1C=CC(=C(C1)NS(=O)(=O)C1=C(C=C(C=C1)C=1OC(=CC1)C)F)OC (N-[5-(cis-3,5-Dimethyl-1-piperazinyl)-2-(methyloxy)phenyl]-2-fluoro-4-(5-methyl-2-furanyl)benzenesulfonamide). Reaction SMILES: Br[C:2]1[CH:7]=[CH:6][C:5]([S:8]([NH:11][C:12]2[CH:17]=[C:16]([N:18]3[CH2:23][C@H:22]([CH3:24])[NH:21][C@H:20]([CH3:25])[CH2:19]3)[CH:15]=[CH:14][C:13]=2[O:26][CH3:27])(=[O:10])=[O:9])=[C:4]([F:28])[CH:3]=1.[CH3:29][C:30]1[O:34][C:33](B(O)O)=[CH:32][CH:31]=1.CC(C)([O-])C.[K+]>COCCOC.O.C1C=CC([P]([Pd]([P](C2C=CC=CC=2)(C2C=CC=CC=2)C2C=CC=CC=2)([P](C2C=CC=CC=2)(C2C=CC=CC=2)C2C=CC=CC=2)[P](C2C=CC=CC=2)(C2C=CC=CC=2)C2C=CC=CC=2)(C2C=CC=CC=2)C2C=CC=CC=2)=CC=1>[CH3:25][C@H:20]1[NH:21][C@@H:22]([CH3:24])[CH2:23][N:18]([C:16]2[CH:15]=[CH:14][C:13]([O:26][CH3:27])=[C:12]([NH:11][S:8]([C:5]3[CH:6]=[CH:7][C:2]([C:33]4[O:34][C:30]([CH3:29])=[CH:31][CH:32]=4)=[CH:3][C:4]=3[F:28])(=[O:10])=[O:9])[CH:17]=2)[CH2:19]1 |f:2.3,^1:54,56,75,94|. Procedure: To a mixture of 4-bromo-N-[5-(cis-3,5-dimethyl-1-piperazinyl)-2-(methyloxy)phenyl]-2-fluorobenzenesulfonamide (E103) (200 mg, 0.42 mmol) and (5-methyl-2-furanyl)boronic acid (106 mg, 0.84 mmol) in DME (3 ml) was added potassium tert-butoxide (430 mg, 3.8 mmol) and tetrakis(triphenylphosphine)palladium(0) (20 mg, 0.017 mmol) in water (1 ml) and the resulting mixture stirred in a microwave (set at high absorbance) at 100° C. for 30 minutes. The solvent was evaporated in vacuo and residue purified ... Starting materials: ClCC(=O)CCl (chloromethyl ketone), C(=O)([O-])[O-].[Ca+2] (CaCO3), C(=S)N (thioformamide), CC#N (MeCN). Run at time 18 hour. The product is S1C=NC(=C1)N[C@@H](C)C(=O)O ((4-thiazolyl)alanine). The yield is 71.0%. As a reaction SMILES: ClC[C:3]([CH2:5]Cl)=O.[C:7]([O-:10])([O-])=[O:8].[Ca+2].[CH:12]([NH2:14])=[S:13].[CH3:15][C:16]#[N:17]>>[S:13]1[CH:15]=[C:16]([NH:17][C@H:5]([C:7]([OH:10])=[O:8])[CH3:3])[N:14]=[CH:12]1 |f:1.2|. Procedure details: To a solution of the above compound [36a] (40.3 g, 144.1 mmol) in MeCN (160 ml) are added CaCO3 (28 g, 280 mmol, 1.9 eq) and thioformamide (HCSNH2, 14 g, 229.1 mmol, 1.6 eq) and the mixture is stirred at room temperature for 18 hours under nitrogen atmosphere. Insoluble materials are filtered off and the filtrate is concentrated to dryness in vacuo. The residue is dissolved in dichloromethane, subsequently washed with 7% aqueous sodium bicarbonate, 1N NaOH, and water, two times each, to remove n... Starting materials: N(=O)[O-].[Na+] (sodium nitrite), NC=1SC(=CN1)C1=CC=CC=C1 (2-amino-5-phenylthiazole), C(C)(=O)O (acetic acid), ( 8 ), Cl (hydrochloric acid). Reagents/catalysts: O.O.[Cu](Cl)Cl (copper (II) chloride dihydrate). The solvent is C(Cl)(Cl)Cl (chloroform), O (water). Reaction conditions: temperature 40 celsius, time 1 hour. The product is ClC=1SC(=CN1)C1=CC=CC=C1 (2-chloro-5-phenylthiazole). RXN SMILES: N[C:2]1[S:3][C:4]([C:7]2[CH:12]=[CH:11][CH:10]=[CH:9][CH:8]=2)=[CH:5][N:6]=1.[ClH:13].C(O)(=O)C.N([O-])=O.[Na+]>O.O.[Cu](Cl)Cl.C(Cl)(Cl)Cl.O>[Cl:13][C:2]1[S:3][C:4]([C:7]2[CH:12]=[CH:11][CH:10]=[CH:9][CH:8]=2)=[CH:5][N:6]=1 |f:3.4,5.6.7|. Procedure details: To a mixture of 2-amino-5-phenylthiazole described in Journal of Medicinal Chemistry, 1983, Vol. 26 (8), 1158-1163, (1.00 g; 5.67 mmol), copper (II) chloride dihydrate (1.94 g; 11.3 mmol), concentrated hydrochloric acid (8 ml) and acetic acid (8 ml) was added sodium nitrite (0.47 g; 6.80 mmol) under ice-cooling. The mixture was stirred at 40° C. for 1 hour. After returning the reaction solution to room temperature, water and chloroform were added and extracted. The organic layer was washed with ... Reactants: C(C)(C)(C)OC(CC(C(=O)O)CCCC1CCCCC1)=O (2-[2-(tert-butoxy)-2-oxoethyl]-5-cyclohexylpentanoic acid), ONC(CN1N=CN=C1)=N (N-hydroxy-2-(1H-1,2,4-triazol-1-yl)ethanimidamide). The product is C1(CCCCC1)CCC[C@H](CC(=O)OC(C)(C)C)C1=NC(=NO1)CN1N=CN=C1 (tert-butyl(3R)-6-cyclohexyl-3-[3-(1H-1,2,4-triazol-1-ylmethyl)-1,2,4-oxadiazol-5-yl]hexanoate). Reaction SMILES: [C:1]([O:5][C:6](=[O:21])[CH2:7][CH:8]([CH2:12][CH2:13][CH2:14][CH:15]1[CH2:20][CH2:19][CH2:18][CH2:17][CH2:16]1)[C:9]([OH:11])=O)([CH3:4])([CH3:3])[CH3:2].O[NH:23][C:24](=[NH:31])[CH2:25][N:26]1[CH:30]=[N:29][CH:28]=[N:27]1>>[CH:15]1([CH2:14][CH2:13][CH2:12][C@@H:8]([C:9]2[O:11][N:31]=[C:24]([CH2:25][N:26]3[CH:30]=[N:29][CH:28]=[N:27]3)[N:23]=2)[CH2:7][C:6]([O:5][C:1]([CH3:2])([CH3:3])[CH3:4])=[O:21])[CH2:20][CH2:19][CH2:18][CH2:17][CH2:16]1. Reported procedure: Method as for preparation 2 and 3 combined using 2-[2-(tert-butoxy)-2-oxoethyl]-5-cyclohexylpentanoic acid (preparation 168) (2.98 g, 10 mmol) and N-hydroxy-2-(1H-1,2,4-triazol-1-yl)ethanimidamide (preparation 148) (1.01 g, 10 mmol) as starting materials. The reactants are C(#N)CC=CC=1C(=NC(N([C@H]2[C@H](O)[C@H](O)[C@@H](CO)O2)C1)=O)N (5-(3-cyanopropen-1-yl)cytidine). Reagents/catalysts: [Pd] (Pd/C). Run in CO (methanol). Reaction conditions: time 2 hour. Yields the product C(#N)CCCC=1C(=NC(N([C@H]2[C@H](O)[C@H](O)[C@@H](CO)O2)C1)=O)N (5-(3-cyanoprop-1-yl)cytidine). Reaction SMILES: [C:1]([CH2:3][CH:4]=[CH:5][C:6]1[C:7]([NH2:22])=[N:8][C:9](=[O:21])[N:10]([CH:20]=1)[C@@H:11]1[O:19][C@H:16]([CH2:17][OH:18])[C@@H:14]([OH:15])[C@H:12]1[OH:13])#[N:2]>[Pd].CO>[C:1]([CH2:3][CH2:4][CH2:5][C:6]1[C:7]([NH2:22])=[N:8][C:9](=[O:21])[N:10]([CH:20]=1)[C@@H:11]1[O:19][C@H:16]([CH2:17][OH:18])[C@@H:14]([OH:15])[C@H:12]1[OH:13])#[N:2]. Procedure: To a solution of 5-(3-cyanopropen-1-yl)cytidine (0.73 mmol) and 20 ml methanol in a 250 ml hydrogenation flask is added 25 mg of 10% Pd/C. The system is evacuated, repressurized with two atmospheres hydrogen gas and then stirred at room temperature. After about two hours, the system is evacuated and the resulting black suspension removed by filtration. The colorless methanolic filtrate is evaporated to dryness affording a white amorphous solid. Recrystallization of the solid from acetonitrile or... The reactants are C1(CC1)N1C=C(C(C2=CC(=C(C(=C12)F)CC(=O)O)F)=O)C(=O)O (1-Cyclopropyl-6,8-difluoro-1,4-dihydro-7-hydroxycarbonylmethyl-4-oxo-3-quinolinecarboxylic acid). Solvent: C1(=CC=CC=C1)OC1=CC=CC=C1 (diphenyl ether). Product: C1(CC1)N1C=C(C(C2=CC(=C(C(=C12)F)C)F)=O)C(=O)O (1-Cyclopropyl-6,8-difluoro-1,4-dihydro-7-methyl-4-oxo-3-quinolinecarboxylic acid). Reaction SMILES: [CH:1]1([N:4]2[C:13]3[C:8](=[CH:9][C:10]([F:19])=[C:11]([CH2:15]C(O)=O)[C:12]=3[F:14])[C:7](=[O:20])[C:6]([C:21]([OH:23])=[O:22])=[CH:5]2)[CH2:3][CH2:2]1>C1(OC2C=CC=CC=2)C=CC=CC=1>[CH:1]1([N:4]2[C:13]3[C:8](=[CH:9][C:10]([F:19])=[C:11]([CH3:15])[C:12]=3[F:14])[C:7](=[O:20])[C:6]([C:21]([OH:23])=[O:22])=[CH:5]2)[CH2:2][CH2:3]1. Procedure details: 0.5 g of the compound from Example 11 is heated to 240° C. for one hour in 5 ml of diphenyl ether. The residue remaining after distilling off the solvent consists of 0.3 g of crude product of melting point 208°-10° C. Recrystallization from ethanol gives a melting point of 226°-28°.